Dataset: the Open Reaction Database (ORD), a public repository of structured organic reaction records. Task: describe an organic reaction: reactants, conditions, products, and yield Reactants: CN1COCN(Cc2cnc(Sc3ccccc3)s2)C1=N[N+](=O)[O-], Cl, Clc1ccccc1, Cl. The product is CN1COCN(Cc2cnc(Cl)s2)C1=N[N+](=O)[O-]. As a reaction SMILES: [CH3:2][N:3]1[C:4](=[N:22][N+:23](=[O:24])[O-:25])[N:5]([CH2:9][c:10]2[cH:11][n:12][c:13]([S:15][c:16]3[cH:17][cH:18][cH:19][cH:20][cH:21]3)[s:14]2)[CH2:6][O:7][CH2:8]1.[Cl:26].[Cl:27][c:28]1[cH:29][cH:30][cH:31][cH:32][cH:33]1.[ClH:1]>>[Cl:1][c:13]1[n:12][cH:11][c:10]([CH2:9][N:5]2[C:4](=[N:22][N+:23](=[O:24])[O-:25])[N:3]([CH3:2])[CH2:8][O:7][CH2:6]2)[s:14]1. Reactants: COC=1C=C2C(=CC=NC2=CC1OC)OC1=CC=C(N)C=C1 (4-[(6,7-Dimethoxy-4-quinolyl)oxy]aniline), ClC(Cl)(OC(OC(Cl)(Cl)Cl)=O)Cl (triphosgene), C([O-])(O)=O.[Na+] (sodium bicarbonate), C1(CCCC1)CO (cyclopentylmethanol). Solvent: C(C)N(CC)CC (triethylamine), C1(=CC=CC=C1)C (toluene), C(Cl)Cl (methylene chloride). The product is COC=1C=C2C(=CC=NC2=CC1OC)OC1=CC=C(C=C1)NC(OCC1CCCC1)=O (Cyclopentylmethyl N-{4-[(6,7-dimethoxy-4-quinolyl)oxy]phenyl}carbamate). Isolated yield 58.9%. As a reaction SMILES: [CH3:1][O:2][C:3]1[CH:4]=[C:5]2[C:10](=[CH:11][C:12]=1[O:13][CH3:14])[N:9]=[CH:8][CH:7]=[C:6]2[O:15][C:16]1[CH:22]=[CH:21][C:19]([NH2:20])=[CH:18][CH:17]=1.Cl[C:24](Cl)([O:26][C:27](=[O:33])OC(Cl)(Cl)Cl)Cl.[CH:35]1(CO)[CH2:39][CH2:38][CH2:37][CH2:36]1.C(=O)(O)[O-].[Na+]>C(Cl)Cl.C(N(CC)CC)C.C1(C)C=CC=CC=1>[CH3:1][O:2][C:3]1[CH:4]=[C:5]2[C:10](=[CH:11][C:12]=1[O:13][CH3:14])[N:9]=[CH:8][CH:7]=[C:6]2[O:15][C:16]1[CH:22]=[CH:21][C:19]([NH:20][C:27](=[O:33])[O:26][CH2:24][CH:35]2[CH2:39][CH2:38][CH2:37][CH2:36]2)=[CH:18][CH:17]=1 |f:3.4|. Procedure: 4-[(6,7-Dimethoxy-4-quinolyl)oxy]aniline (50 mg) was added to toluene (5 ml), and triethylamine (0.5 ml), and the mixture was heated under reflux to prepare a solution. A solution of triphosgene (77 mg) in methylene chloride was then added thereto, and the mixture was heated under reflux for 10 min. Next, cyclopentylmethanol (26 mg) was added thereto, and the mixture was further stirred with heating under reflux for 3 hr. A saturated aqueous sodium bicarbonate solution was added to stop the reac... Starting materials: C(C1=CC=CC=C1)OC(=O)N1CCC(CC1)C(N)=O (Benzyl-4-carbamoylpiperidine-1-carboxylate), COC=1C=CC(=CC1)P2(=S)SP(=S)(S2)C=3C=CC(=CC3)OC (Lawesson's reagent). The solvent is C1CCOC1 (THF). The product is C(C1=CC=CC=C1)OC(=O)N1CCC(CC1)C(N)=S (Benzyl-4-carbamothioylpiperidine-1-carboxylate). The yield is 37.8%. Reaction SMILES: [CH2:1]([O:8][C:9]([N:11]1[CH2:16][CH2:15][CH:14]([C:17](=O)[NH2:18])[CH2:13][CH2:12]1)=[O:10])[C:2]1[CH:7]=[CH:6][CH:5]=[CH:4][CH:3]=1.COC1C=CC(P2(SP(C3C=CC(OC)=CC=3)(=S)S2)=[S:29])=CC=1>C1COCC1>[CH2:1]([O:8][C:9]([N:11]1[CH2:16][CH2:15][CH:14]([C:17](=[S:29])[NH2:18])[CH2:13][CH2:12]1)=[O:10])[C:2]1[CH:7]=[CH:6][CH:5]=[CH:4][CH:3]=1. Procedure details: Benzyl-4-carbamoylpiperidine-1-carboxylate (7.5 g, 38.6 mmol) was dissolved in THF (160 mL) and Lawesson's reagent (6.9 g, 17.1 mmol) was added. After 4 h the solvent was evaporated and the residue purified by flash-chromatography on silica gel (DCM-MeOH 95/5) affording 1.8 g (23%) of the title compound, crystallized from MeOH.